Dataset: the Open Reaction Database (ORD), a public repository of structured organic reaction records. Task: describe an organic reaction: reactants, conditions, products, and yield Starting materials: S(O)(O)(=O)=O (sulfuric acid), ice, N([C@@H](CCC(N)=O)C(=O)O)C(=O)OCC1=CC=CC=C1 (Z-Gln-OH), CC1=CC=C(C=C1)C(C2=CC=CC=C2)(C3=CC=CC=C3)O (4-methyltriphenylcarbinol), C(C)(=O)OC(C)=O (acetic anhydride). Run in C(C)(=O)O (acetic acid). Conditions: time 7 minute. Yields the product N([C@@H](CCC(NC(C1=CC=C(C)C=C1)(C1=CC=CC=C1)C1=CC=CC=C1)=O)C(=O)O)C(=O)OCC1=CC=CC=C1 (Z-Gln(Mtt)OH). Reaction SMILES: [NH:1]([C:11]([O:13][CH2:14][C:15]1[CH:20]=[CH:19][CH:18]=[CH:17][CH:16]=1)=[O:12])[C@H:2]([C:8]([OH:10])=[O:9])[CH2:3][CH2:4][C:5](=[O:7])[NH2:6].[CH3:21][C:22]1[CH:27]=[CH:26][C:25]([C:28](O)([C:35]2[CH:40]=[CH:39][CH:38]=[CH:37][CH:36]=2)[C:29]2[CH:34]=[CH:33][CH:32]=[CH:31][CH:30]=2)=[CH:24][CH:23]=1.C(OC(=O)C)(=O)C.S(=O)(=O)(O)O>C(O)(=O)C>[NH:1]([C:11]([O:13][CH2:14][C:15]1[CH:20]=[CH:19][CH:18]=[CH:17][CH:16]=1)=[O:12])[C@H:2]([C:8]([OH:10])=[O:9])[CH2:3][CH2:4][C:5](=[O:7])[NH:6][C:28]([C:29]1[CH:34]=[CH:33][CH:32]=[CH:31][CH:30]=1)([C:35]1[CH:40]=[CH:39][CH:38]=[CH:37][CH:36]=1)[C:25]1[CH:24]=[CH:23][C:22]([CH3:21])=[CH:27][CH:26]=1. Procedure details: A mixture of 140.14 g Z-Gln-OH (0.5 mole) and 274.4 g 4-methyltriphenylcarbinol (1 mole) in 1.5 l acetic acid and 93.4 ml acetic anhydride (1 mole) is stirred at room temperature for 7 minutes. Upon addition of 2.5 ml concentrated sulfuric acid the temperature is raised to 50° C.; a clear, yellow solution results after 15 minutes. After 21/2 hrs the solution is allowed to cool and poured into 5 l ice-cold water. The precipitate formed is filtered off, washed thoroughly with water and dissolved i... Isolated yield 51.0%. Run in O1CCCC1. Reaction conditions: temperature 80 celsius, time 12 hour. The product is O=C(OCC)C1=CC=C(C=C1N(C)C)B2OC(C)(C)C(O2)(C)C. The reagents and catalysts are [K].OC(C)(C)C, O1B(OC(C)(C)C1(C)C)B2OC(C)(C)C(O2)(C)C, O=C1C=CC=2C=CC=C(C3=CN=C(C=C3)C=4N=CC=CC4)C2N1, C[OH2+].C[OH2+].C1CC=CCCC=C1.C1CC=CCCC=C1.[Ir].[Ir]. The reactants are O=C(OCC)C=1C=CC=CC1N(C)C. Starting materials: N1=CC=CC=C1 (pyridine), CO[C@H]1[C@H](OC)O[C@H]2[C@@H]1OC[C@H]2O (Methyl 3,6-anhydro-2-O-methyl-β-D-glucofuranoside), CS(=O)(=O)Cl (Methanesulfonyl chloride). Run in ClCCl (dichloromethane). Conditions: temperature 0 celsius, time 1 hour. Product: CO[C@H]1[C@H](OC)O[C@H]2[C@@H]1OC[C@H]2OS(=O)(=O)C (methyl 3,6-anhydro-2-O-methyl-5-O-(methylsulfonyl)-β-D-glucofuranoside). The yield is 95.0%. RXN SMILES: [CH3:1][O:2][C@@H:3]1[C@H:9]2[O:10][CH2:11][C@@H:12]([OH:13])[C@H:8]2[O:7][C@H:4]1[O:5][CH3:6].N1C=CC=CC=1.[CH3:20][S:21](Cl)(=[O:23])=[O:22]>ClCCl>[CH3:1][O:2][C@@H:3]1[C@H:9]2[O:10][CH2:11][C@@H:12]([O:13][S:21]([CH3:20])(=[O:23])=[O:22])[C@H:8]2[O:7][C@H:4]1[O:5][CH3:6]. Procedure details: Methyl 3,6-anhydro-2-O-methyl-β-D-glucofuranoside (420 mg, 2.6 mmol) was dissolved in dichloromethane (10 mL) and pyridine (0.36 mL, 3.7 mmol) at 0° C. Methanesulfonyl chloride (0.14 mL, 3.1 mmol) was added and the resulting mixture was stirred at 0° C. for 1 hour then at room temperature for 2 hours. The reaction mixture was washed with water and saturated aqueous sodium bicarbonate solution, dried over anhydrous sodium sulfate, filtered and concentrated to give methyl 3,6-anhydro-2-O-methyl-5-... Starting materials: E9, FC=1C=C(C=CC1OC1=CC(=CC=C1)F)CO ((3-fluoro-4-(3-fluorophenoxy)phenyl)methanol), ClC=1C=C2N(C(N1)=O)C[C@@H](N2C(=O)OC(C)(C)C)C ((S)-tert-butyl 7-chloro-2-methyl-5-oxo-2,3-dihydroimidazo[1,2-c]pyrimidine-1(5H)-carboxylate). Product: FC=1C=C(COC=2C=C3N(C(N2)=O)C[C@@H](N3)C)C=CC1OC1=CC(=CC=C1)F ((S)-7-((3-fluoro-4-(3-fluorophenoxy)benzyl)oxy)-2-methyl-2,3-dihydroimidazo[1,2-c]pyrimidin-5(1H)-one). As a reaction SMILES: [F:1][C:2]1[CH:3]=[C:4]([CH2:16][OH:17])[CH:5]=[CH:6][C:7]=1[O:8][C:9]1[CH:14]=[CH:13][CH:12]=[C:11]([F:15])[CH:10]=1.Cl[C:19]1[CH:20]=[C:21]2[N:28](C(OC(C)(C)C)=O)[C@@H:27]([CH3:36])[CH2:26][N:22]2[C:23](=[O:25])[N:24]=1>>[F:1][C:2]1[CH:3]=[C:4]([CH:5]=[CH:6][C:7]=1[O:8][C:9]1[CH:14]=[CH:13][CH:12]=[C:11]([F:15])[CH:10]=1)[CH2:16][O:17][C:19]1[CH:20]=[C:21]2[NH:28][C@@H:27]([CH3:36])[CH2:26][N:22]2[C:23](=[O:25])[N:24]=1. Procedure details: The title compound was prepared by a procedure similar to that described for E9 starting from (3-fluoro-4-(3-fluorophenoxy)phenyl)methanol and (S)-tert-butyl 7-chloro-2-methyl-5-oxo-2,3-dihydroimidazo[1,2-c]pyrimidine-1(5H)-carboxylate. Reactants: CC(C)=CCCC(C=O)=CCC(O)c1coc([Si](C)(C)C)c1, c1ccccc1. Product: CC(C)=CCCC1=CCC(c2coc([Si](C)(C)C)c2)OC1O. RXN SMILES: [OH:1][CH:2]([CH2:3][CH:4]=[C:5]([CH:6]=[O:7])[CH2:8][CH2:9][CH:10]=[C:11]([CH3:12])[CH3:13])[c:14]1[cH:15][c:16]([Si:19]([CH3:20])([CH3:21])[CH3:22])[o:17][cH:18]1.[cH:23]1[cH:24][cH:25][cH:26][cH:27][cH:28]1>>[O:1]1[CH:2]([c:14]2[cH:15][c:16]([Si:19]([CH3:20])([CH3:21])[CH3:22])[o:17][cH:18]2)[CH2:3][CH:4]=[C:5]([CH2:8][CH2:9][CH:10]=[C:11]([CH3:12])[CH3:13])[CH:6]1[OH:7]. Solvent: CCO (EtOH). As a reaction SMILES: Cl[C:2]1[C:7]([N+:8]([O-:10])=[O:9])=[CH:6][CH:5]=[CH:4][N:3]=1.C([O-])([O-])=O.[Na+].[Na+].[CH2:17]([SH:24])[C:18]1[CH:23]=[CH:22][CH:21]=[CH:20][CH:19]=1>CCO>[CH2:17]([S:24][C:2]1[C:7]([N+:8]([O-:10])=[O:9])=[CH:6][CH:5]=[CH:4][N:3]=1)[C:18]1[CH:23]=[CH:22][CH:21]=[CH:20][CH:19]=1 |f:1.2.3|. Procedure: In a similar fashion using route 38 general procedure 92, 2-chloro-3-nitro-pyridine(2 g, 12.7 mmol), Na2CO3 (1.75 g, 16.6 mmol), benzylmercaptan (1.87 g, 15.1 mmol) and EtOH (20 ml) at 90° C. for 4 h gave the title compound (3 g, 96%) which was used in the next step without further purification. The structure was confirmed by 1H NMR. Product: C(C1=CC=CC=C1)SC1=NC=CC=C1[N+](=O)[O-] (2-Benzylsulfanyl-3-nitro-pyridine). Starting materials: ClC1=NC=CC=C1[N+](=O)[O-] (2-chloro-3-nitro-pyridine), C(=O)([O-])[O-].[Na+].[Na+] (Na2CO3), C(C1=CC=CC=C1)S (benzylmercaptan). The yield is 95.9%. Reactants: O (water), BrC1=CC=C(C=C1)S (4-bromo-benzenethiol), C1(CC1)Br (cyclopropyl bromide), CC(C)([O-])C.[K+] (potassium tert-butoxide). The solvent is CS(=O)C (DMSO). The product is BrC1=CC=C(C=C1)SC1CC1 (1-bromo-4-cyclopropylsulfanyl-benzene). The yield is 71.2%. RXN SMILES: [Br:1][C:2]1[CH:7]=[CH:6][C:5]([SH:8])=[CH:4][CH:3]=1.[CH3:9][C:10]([CH3:13])([O-])C.[K+].C1(Br)CC1.O>CS(C)=O>[Br:1][C:2]1[CH:7]=[CH:6][C:5]([S:8][CH:13]2[CH2:10][CH2:9]2)=[CH:4][CH:3]=1 |f:1.2|. Reported procedure: Dissolve 4-bromo-benzenethiol (2.00 g, 10.6 mmol) in dry DMSO (50 mL) under a nitrogen atmosphere. Add potassium tert-butoxide (1.30 g, 11.7 mmol) and stir until dissolved. Add cyclopropyl bromide (2.6 mL, 31.8 mmol) and heat the reaction to 80° C. for 2 days. Cool to room temperature and pour the reaction into water (500 mL). Extract the aqueous layer with Et2O (2×200 mL) and wash the combined organic layers with water (100 mL). Dry over sodium sulfate and concentrate in vacuo. Chromatograph th...